This data is from the Open Reaction Database (ORD), a public repository of structured organic reaction records. The task is: describe an organic reaction: reactants, conditions, products, and yield Starting materials: [O-]CC.[Na+] (sodium ethoxide), [Na] (sodium), ClC=1C=CC=C2C(C(NC12)=O)=NN (7-chloro-3-hydrazono-oxindole). Solvent: C(C)O (ethanol). Conditions: temperature 70 celsius. Yields the product ClC=1C=CC=C2CC(NC12)=O (7-chlorooxindole). Reaction SMILES: [O-]CC.[Na+].[Na].[Cl:6][C:7]1[CH:8]=[CH:9][CH:10]=[C:11]2[C:15]=1[NH:14][C:13](=[O:16])[C:12]2=NN>C(O)C>[Cl:6][C:7]1[CH:8]=[CH:9][CH:10]=[C:11]2[C:15]=1[NH:14][C:13](=[O:16])[CH2:12]2 |f:0.1,^1:4|. Procedure: To a solution of sodium ethoxide prepared by heating 5.5 g. of sodium in 200 ml. of ethanol at 70° C. is added 17 g. of 7-chloro-3-hydrazono-oxindole over a period of 3.5 hours, and the resulting solution is heated at 70° C. for 24 hours. The solvent is evaporated in vacuo, the residue dissolved in water, acidified with 6 N. hydrochloric acid and the resulting precipitate recovered by filtering, washed three times with water, dried by suction and crystallized from methylene chloride/ether to obt...